This data is from the Open Reaction Database (ORD), a public repository of structured organic reaction records. The task is: describe an organic reaction: reactants, conditions, products, and yield The reactants are CC1=CN=C(C(=C1OC)C)CSC2=NC3=C(N2)C=C(C=C3)OC (pyrmetazOle), C([O-])(O)=O.[K+] (potassium bicarbonate), [OH-].[Na+] (sodium hydroxide), C1=CC(=CC(=C1)Cl)C(=O)OO (MCPBA). Run in O (water), C(Cl)Cl (methylene chloride), O (water), C(Cl)Cl (methylene chloride), C(C)O (ethanol). Yields the product CC=1C=NC(=C(C1OC)C)C[S+](C=2NC=3C=CC(=CC3N2)OC)[O-] (omeprazole). The yield is 86.3%. As a reaction SMILES: [CH3:1][C:2]1[C:7]([O:8][CH3:9])=[C:6]([CH3:10])[C:5]([CH2:11][S:12][C:13]2[NH:17][C:16]3[CH:18]=[C:19]([O:22][CH3:23])[CH:20]=[CH:21][C:15]=3[N:14]=2)=[N:4][CH:3]=1.C(=O)(O)[O-:25].[K+].C1C=C(Cl)C=C(C(OO)=O)C=1.[OH-].[Na+]>O.C(Cl)Cl.C(O)C>[CH3:1][C:2]1[CH:3]=[N:4][C:5]([CH2:11][S+:12]([O-:25])[C:13]2[NH:14][C:15]3[CH:21]=[CH:20][C:19]([O:22][CH3:23])=[CH:18][C:16]=3[N:17]=2)=[C:6]([CH3:10])[C:7]=1[O:8][CH3:9] |f:1.2,4.5|. Procedure: A mixture of pyrmetazOle (0.108 mole) and potassium bicarbonate (0.13 moles) in 115 mL of water and 180 mL of methylene chloride was cooled to 0° C. to 4° C. while being stirred. A solution of MCPBA (0.108 moles, 72% pure) in 51 mL of methylene chloride and 13.3 mL of ethanol was added dropwise over 3 hours while the temperature was maintained between 2° to 4° C. After the addition was complete the reaction mixture was stirred an additional 0.5 hour and analyzed by HPLC to ascertain the extent o... Reactants: C(C1=CC=CC=C1)OC([C@@H](NC([C@@H](NC([C@@H](NC([C@@H](NC(=O)OCC1C2=CC=CC=C2C=2C=CC=CC12)CCC(OC(C)(C)C)=O)=O)CC1=C(C=CC=C1)C)=O)C(C)(C)C)=O)CC1CCCC1)=O (N-[N-[N-[O-tert-butyl-N-[(9-fluorenyl)methoxycarbonyl]-L-a-glutamyl]-2-methyl-L-phenylalanyl]-3-methyl-L-valyl]-3-cyclopentyl-L-alanine benzyl ester), amine, N-(9-fluorenyl-methoxycarbonyl)-O-tert-butyl-L-α-aspartic acid, ON1N=NC2=C1C=CC=C2 (1-hydroxybenzotriazole), Cl.CN(CCCN=C=NCC)C (1-(3-dimethylaminopropyl)-3-ethylcarbodiimide hydrochloride). Run in N1CCCCC1 (piperidine), ClCCl (dichloromethane), ClCCl (dichloromethane). Run at time 18 hour. Yields the product C(C1=CC=CC=C1)OC([C@@H](N)CC1CCCC1)=O (3-cyclopentyl-L-alanine benzyl ester). RXN SMILES: [CH2:1]([O:8][C:9](=[O:68])[C@H:10]([CH2:62][CH:63]1[CH2:67][CH2:66][CH2:65][CH2:64]1)[NH:11]C(=O)[C@H](C(C)(C)C)NC(=O)[C@H](CC1C=CC=CC=1C)NC(=O)[C@H](CCC(=O)OC(C)(C)C)NC(OCC1C2C=CC=CC=2C2C1=CC=CC=2)=O)[C:2]1[CH:7]=[CH:6][CH:5]=[CH:4][CH:3]=1.ON1C2C=CC=CC=2N=N1.Cl.CN(C)CCCN=C=NCC>N1CCCCC1.ClCCl>[CH2:1]([O:8][C:9](=[O:68])[C@H:10]([CH2:62][CH:63]1[CH2:64][CH2:65][CH2:66][CH2:67]1)[NH2:11])[C:2]1[CH:7]=[CH:6][CH:5]=[CH:4][CH:3]=1 |f:2.3|. Reported procedure: A solution of 520 mg (0.56 mmol) of N-[N-[N-[O-tert-butyl-N-[(9-fluorenyl)methoxycarbonyl]-L-a-glutamyl]-2-methyl-L-phenylalanyl]-3-methyl-L-valyl]-3-cyclopentyl-L-alanine benzyl ester in 3 ml of piperidine and 12 ml of dichloromethane was stirred at room temperature for 30 minutes. The solvent was removed by evaporation and the residue was chromatographed on silica gel using firstly ethyl acetate/petrol (1:1) and then methanol/dichloromethane (1:9) for the elution. The resulting amine was added... Reactants: ClC1=CC=C(C=C1)S(=O)(=O)NC(C(=O)NCCCCC(=O)OC)CN1C=NC=C1 ((RS)-2-(4-chlorobenzenesulfonylamino)-3-(1H-imidazol-1-yl)-N-(4-methoxycarbonylbutyl)propanamide), Cl (HCl). Yields the product Cl.C(=O)(O)CCCCNC(C(CN1C=NC=C1)NS(=O)(=O)C1=CC=C(C=C1)Cl)=O ((RS)-N-(4-carboxybutyl)-2-(4-chlorobenzenesulfonylamino)-3-(1H-imidazol-1-yl)propanamide hydrochloride). The yield is 194.9%. As a reaction SMILES: [Cl:1][C:2]1[CH:7]=[CH:6][C:5]([S:8]([NH:11][CH:12]([CH2:24][N:25]2[CH:29]=[CH:28][N:27]=[CH:26]2)[C:13]([NH:15][CH2:16][CH2:17][CH2:18][CH2:19][C:20]([O:22]C)=[O:21])=[O:14])(=[O:10])=[O:9])=[CH:4][CH:3]=1.Cl>>[ClH:1].[C:20]([CH2:19][CH2:18][CH2:17][CH2:16][NH:15][C:13](=[O:14])[CH:12]([NH:11][S:8]([C:5]1[CH:4]=[CH:3][C:2]([Cl:1])=[CH:7][CH:6]=1)(=[O:10])=[O:9])[CH2:24][N:25]1[CH:29]=[CH:28][N:27]=[CH:26]1)([OH:22])=[O:21] |f:2.3|. Procedure: The procedure described in Example 92 was repeated, except that (RS)-2-(4-chlorobenzenesulfonylamino)-3-(1H-imidazol-1-yl)-N-(4-methoxycarbonylbutyl)propanamide (16.8 mg) was hydrolyzed, and then reacted with HCl to obtain (RS)-N-(4-carboxybutyl)-2-(4-chlorobenzenesulfonylamino)-3-(1H-imidazol-1-yl)propanamide hydrochloride (17.2 mg). Reactants: BrC=1C=C(C=NC1)CN1N=C(N(C1=O)CC(C(F)(F)F)O)C1=CC=C(C=C1)Cl (2-[(5-Bromopyridin-3-yl)methyl]-5-(4-chlorophenyl)-4-(3,3,3-trifluoro-2-hydroxypropyl)-2,4-di-hydro-3H-1,2,4-triazol-3-one), FC(C1=C(C=CC=C1)B(O)O)(F)F (2-(trifluoro-methyl)phenylboronic acid), C([O-])([O-])=O.[Na+].[Na+] (sodium carbonate). Reagents/catalysts: C=1C=CC(=CC1)[P](C=2C=CC=CC2)(C=3C=CC=CC3)[Pd]([P](C=4C=CC=CC4)(C=5C=CC=CC5)C=6C=CC=CC6)([P](C=7C=CC=CC7)(C=8C=CC=CC8)C=9C=CC=CC9)[P](C=1C=CC=CC1)(C=1C=CC=CC1)C=1C=CC=CC1 (tetrakis(triphenylphosphine)palladium(0)). The solvent is O (water), O1CCOCC1 (dioxane). Reaction conditions: time 10 minute. The product is ClC1=CC=C(C=C1)C=1N(C(N(N1)CC=1C=NC=C(C1)C1=C(C=CC=C1)C(F)(F)F)=O)CC(C(F)(F)F)O (5-(4-Chlorophenyl)-4-(3,3,3-trifluoro-2-hydroxypropyl)-2-({5-[2-(trifluoromethyl)phenyl]pyridin-3-yl}methyl)-2,4-dihydro-3H-1,2,4-triazol-3-one). As a reaction SMILES: Br[C:2]1[CH:3]=[C:4]([CH2:8][N:9]2[C:13](=[O:14])[N:12]([CH2:15][CH:16]([OH:21])[C:17]([F:20])([F:19])[F:18])[C:11]([C:22]3[CH:27]=[CH:26][C:25]([Cl:28])=[CH:24][CH:23]=3)=[N:10]2)[CH:5]=[N:6][CH:7]=1.[F:29][C:30]([F:41])([F:40])[C:31]1[CH:36]=[CH:35][CH:34]=[CH:33][C:32]=1B(O)O.C(=O)([O-])[O-].[Na+].[Na+]>O1CCOCC1.O.C1C=CC([P]([Pd]([P](C2C=CC=CC=2)(C2C=CC=CC=2)C2C=CC=CC=2)([P](C2C=CC=CC=2)(C2C=CC=CC=2)C2C=CC=CC=2)[P](C2C=CC=CC=2)(C2C=CC=CC=2)C2C=CC=CC=2)(C2C=CC=CC=2)C2C=CC=CC=2)=CC=1>[Cl:28][C:25]1[CH:26]=[CH:27][C:22]([C:11]2[N:12]([CH2:15][CH:16]([OH:21])[C:17]([F:20])([F:19])[F:18])[C:13](=[O:14])[N:9]([CH2:8][C:4]3[CH:5]=[N:6][CH:7]=[C:2]([C:32]4[CH:33]=[CH:34][CH:35]=[CH:36][C:31]=4[C:30]([F:41])([F:40])[F:29])[CH:3]=3)[N:10]=2)=[CH:23][CH:24]=1 |f:2.3.4,^1:58,60,79,98|. Procedure details: 72 mg (0.15 mmol) of the compound from Example 28A and 43 mg (0.23 mmol) of 2-(trifluoro-methyl)phenylboronic acid were dissolved in 2 ml of dioxane. For 10 min, a stream of argon was passed through this solution, and 8.7 mg (0.008 mmol) of tetrakis(triphenylphosphine)palladium(0) were then added under argon. The mixture was heated to the boil, and 0.15 ml (0.30 mmol) of a 2 N aqueous sodium carbonate solution was added under argon. The mixture was stirred under reflux for 20 h. After cooling to... The reagents and catalysts are Cl[Pd]([P](C1=CC=CC=C1)(C2=CC=CC=C2)C3=CC=CC=C3)([P](C4=CC=CC=C4)(C5=CC=CC=C5)C6=CC=CC=C6)Cl (dichlorobis(triphenylphosphine)palladium). Solvent: O (Water). Yield: 26.5%. Yields the product C1(=CC=CC=C1)C=1C=NC=CC1C=1OC2=C(N1)C=C(C=C2)C(F)(F)F (2-(3-phenyl pyridin-4-yl)-5-(trifluoromethyl)benzoxazole). The reactants are IC=1C=NC=CC1C=1OC2=C(N1)C=C(C=C2)C(F)(F)F (2-(3-iodopyridin-4-yl)-5-(trifluoromethyl)benzoxazole), C1(=CC=CC=C1)B(O)O (phenylboronic acid), O1CCCC1 (tetrahydrofuran), aqueous solution, [OH-].[Na+] (sodium hydroxide). Reported procedure: To a mixture of 0.78 g of 2-(3-iodopyridin-4-yl)-5-(trifluoromethyl)benzoxazole, 0.27 g of phenylboronic acid, 5 ml of tetrahydrofuran and 0.14 g of dichlorobis(triphenylphosphine)palladium (II), 3 ml of 10% aqueous solution of sodium hydroxide was added and heated to reflux for three hours. Water was added to the reaction mixture, followed by extraction with ethyl acetate twice. The combined organic layers were washed with water and a saturated sodium chloride solution, dried over anhydrous mag... RXN SMILES: I[C:2]1[CH:3]=[N:4][CH:5]=[CH:6][C:7]=1[C:8]1[O:9][C:10]2[CH:16]=[CH:15][C:14]([C:17]([F:20])([F:19])[F:18])=[CH:13][C:11]=2[N:12]=1.[C:21]1(B(O)O)[CH:26]=[CH:25][CH:24]=[CH:23][CH:22]=1.O1CCCC1.[OH-].[Na+]>Cl[Pd](Cl)([P](C1C=CC=CC=1)(C1C=CC=CC=1)C1C=CC=CC=1)[P](C1C=CC=CC=1)(C1C=CC=CC=1)C1C=CC=CC=1.O>[C:21]1([C:2]2[CH:3]=[N:4][CH:5]=[CH:6][C:7]=2[C:8]2[O:9][C:10]3[CH:16]=[CH:15][C:14]([C:17]([F:20])([F:19])[F:18])=[CH:13][C:11]=3[N:12]=2)[CH:26]=[CH:25][CH:24]=[CH:23][CH:22]=1 |f:3.4,^1:39,58|.